This data is from the Open Reaction Database (ORD), a public repository of structured organic reaction records. The task is: describe an organic reaction: reactants, conditions, products, and yield The reactants are C(C1=CC=CC=C1)(=O)N[C@H]1CCC(N2N(C1=O)[C@@H](CCC2)C(=O)O)=O ((1S,9S) 9-Benzoylamino-6,10-dioxo-1,2,3,4,7,8,9,10-octahydro-6H-pyridazino[1,2-a][1,2]-diazepine-1-carboxylic acid), C(C=C)OC(=O)NC(CC(=O)OC(C)(C)C)C(COCC1=C(C=CC=C1)Cl)=O (t-butyl N-(allyloxycarbonyl)-3-amino-5-(2-chorophenylmethyloxy)-4-oxopentanoate), C(C1=CC=CC=C1)(=O)NC1CCC(N2N(C1=O)C(CCC2)C(=O)NC(CC(=O)OC(C)(C)C)C(CSCC2=C(C=CC=C2)Cl)=O)=O (t-Butyl 3-(9-benzoylamino-6,10-dioxo-1,2,3,4,7,8,9,10-octahydro-6H-pyridazino[1,2-a][1,2]diazepine-1-carboxamido)-5-(2-chlorophenyl)methylthio-4-oxopentanoate). Product: C(C1=CC=CC=C1)(=O)NC1CCC(N2N(C1=O)C(CCC2)C(=O)NC(CC(=O)OC(C)(C)C)C(COCC2=C(C=CC=C2)Cl)=O)=O (t-Butyl 3-(9-benzoylamino-6,10-dioxo-1,2,3,4,7,8,9,10-octahydro-6H-pyridazino[1,2-a][1,2]-diazepine-1-carboxamido)-5-(2-chlorophenylmethyloxy)-4-oxopentanoate). The yield is 23.0%. Reaction SMILES: [C:1]([NH:9][C@@H:10]1[C:16](=[O:17])[N:15]2[C@H:18](C(O)=O)[CH2:19][CH2:20][CH2:21][N:14]2[C:13](=[O:25])[CH2:12][CH2:11]1)(=[O:8])[C:2]1[CH:7]=[CH:6][CH:5]=[CH:4][CH:3]=1.C(O[C:30]([NH:32][CH:33]([C:42](=[O:53])[CH2:43][O:44][CH2:45][C:46]1[CH:51]=[CH:50][CH:49]=[CH:48][C:47]=1[Cl:52])[CH2:34][C:35]([O:37][C:38]([CH3:41])([CH3:40])[CH3:39])=[O:36])=[O:31])C=C.C(NC1C(=O)N2C(C(NC(C(=O)CSCC3C=CC=CC=3Cl)CC(OC(C)(C)C)=O)=O)CCCN2C(=O)CC1)(=O)C1C=CC=CC=1>>[C:1]([NH:9][CH:10]1[C:16](=[O:17])[N:15]2[CH:18]([C:30]([NH:32][CH:33]([C:42](=[O:53])[CH2:43][O:44][CH2:45][C:46]3[CH:51]=[CH:50][CH:49]=[CH:48][C:47]=3[Cl:52])[CH2:34][C:35]([O:37][C:38]([CH3:39])([CH3:40])[CH3:41])=[O:36])=[O:31])[CH2:19][CH2:20][CH2:21][N:14]2[C:13](=[O:25])[CH2:12][CH2:11]1)(=[O:8])[C:2]1[CH:3]=[CH:4][CH:5]=[CH:6][CH:7]=1. Procedure: was prepared from acid 212e and (3S) t-butyl N-(allyloxycarbonyl)-3-amino-5-(2-chorophenylmethyloxy)-4-oxopentanoate (201) using a method similar to that used for compound 224e, to afford 40 mg (23%) of a glassy solid: 1H NMR (CDCl3) δ7.83-7.73 (2H, m), 7.67-7.10 (9H, m), 5.23-5.09 (2H, m), 4.59 (1H, m), 4.45-4.22 (2H, m), 3.7-3.19, 3.08-2.72, 2.71-2.47, 2.05-1.85, 1.72-1.61, 1.45-1.26 (20H, 6 m). Reactants: C(C)(=O)C1=CC=C(S1)C=1C=CC(N(C1)C)=O (5-(5-acetylthiophen-2-yl)-1-methylpyridin-2(1H)-one), [BH4-].[Na+] (NaBH4). Run in C1CCOC1 (THF), CO (MeOH). Conditions: time 10 minute. The product is OC(C)C1=CC=C(S1)C=1C=CC(N(C1)C)=O (5-(5-(1-hydroxyethyl)thiophen-2-yl)-1-methylpyridin-2(1H)-one). The yield is 76.4%. RXN SMILES: [C:1]([C:4]1[S:8][C:7]([C:9]2[CH:10]=[CH:11][C:12](=[O:16])[N:13]([CH3:15])[CH:14]=2)=[CH:6][CH:5]=1)(=[O:3])[CH3:2].[BH4-].[Na+]>C1COCC1.CO>[OH:3][CH:1]([C:4]1[S:8][C:7]([C:9]2[CH:10]=[CH:11][C:12](=[O:16])[N:13]([CH3:15])[CH:14]=2)=[CH:6][CH:5]=1)[CH3:2] |f:1.2|. Reported procedure: To a solution of 5-(5-acetylthiophen-2-yl)-1-methylpyridin-2(1H)-one (0.65 g, 2.78 mmol) in THF (8 mL) and MeOH (8 mL) was added NaBH4 (0.26 g, 6.97 mmol) under nitrogen. The mixture was stirred at rt for 10 min, quenched with ammonium chloride solution (15 mL) and extracted with ethyl acetate (2×100 mL). The organic extracts were washed with brine solution (2×50 mL), dried over sodium sulphate and evaporated to obtain the crude compound. Purification by flash chromatography (100-200μ; 100% ethy... Solvent: CO (MeOH). The reagents and catalysts are [Pd] (Pd/C). Procedure: At 25° C., a mixture of 1 g 5-isopropenyl-4,8-dimethylbicyclo[3.3.1]non-7-en-2-one (4.9 mmol) and 50 mg 10% Pd/C in 10 ml MeOH was stirred under 10 bar of H2 for 5 h. Filtration (Celite®), concentration, and FC (SiO2, hexane/Et2O 100:7) gave 0.22 g (22%) of compound 9. The boiling point of the end product is 75° C. at 0.07 torr (0.09 mbar). Reaction SMILES: [C:1]([C:4]12[CH2:13][CH:8]([C:9]([CH3:12])=[CH:10][CH2:11]1)[C:7](=[O:14])[CH2:6][CH:5]2[CH3:15])([CH3:3])=[CH2:2]>CO.[Pd]>[CH:1]([C:4]12[CH2:13][CH:8]([CH:9]([CH3:12])[CH2:10][CH2:11]1)[C:7](=[O:14])[CH2:6][CH:5]2[CH3:15])([CH3:3])[CH3:2]. Yield: 21.6%. The product is C(C)(C)C12C(CC(C(C(CC1)C)C2)=O)C (5-Isopropyl-4,8-dimethylbicyclo[3.3.1]nonan-2-one). Run at time 5 hour. The reactants are C(=C)(C)C12C(CC(C(C(=CC1)C)C2)=O)C (5-isopropenyl-4,8-dimethylbicyclo[3.3.1]non-7-en-2-one). The reactants are [N+](=O)([O-])C1=CC=C(C=C1)O (4-nitrophenol), C(Cl)C1CO1 (epichlorohydrin), [OH-].[Na+] (sodium hydroxide). Run in CN(C=O)C (dimethylformamide). Yields the product [N+](=O)([O-])C1=CC=C(OCC(COC2=CC=C(C=C2)[N+](=O)[O-])O)C=C1 (1,3-Di-(4-nitrophenoxy)-2-propanol). As a reaction SMILES: [N+:1]([C:4]1[CH:9]=[CH:8][C:7]([OH:10])=[CH:6][CH:5]=1)([O-:3])=[O:2].[CH2:11]([CH:13]1[O:15][CH2:14]1)Cl.[OH-:16].[Na+]>CN(C)C=O>[N+:1]([C:4]1[CH:9]=[CH:8][C:7]([O:10][CH2:8][CH:7]([OH:10])[CH2:14][O:15][C:13]2[CH:11]=[CH:9][C:4]([N+:1]([O-:2])=[O:16])=[CH:5][CH:6]=2)=[CH:6][CH:5]=1)([O-:3])=[O:2] |f:2.3|. Procedure details: A solution of 1 g (7.2 mmol) of 4-nitrophenol 0.28 ml (3.6 mmol) of epichlorohydrin, and 0.16 g (3.96 mmol) of sodium hydroxide in 2 ml of dimethylformamide was heated at 110° C. for 1 h. The solvent was removed in vacuo, and the residue was purified by flash chromatography using chloroform to give 0.97 g (81%) of the desired compound (Rf 0.42, 40% ethyl acetate in chloroform). 1H NMR (CDCl3) δ 2.54 (d, 5 Hz, 1H), 4.28 (dd, J=10, 6 Hz, 2H), 4.29 (dd, J=10, 5 Hz, 2H), 4.50 (br sextet, J=6 Hz, 1H)... Starting materials: F[B-](F)(F)F, CC(C)(C)OC(=O)N(CCOc1cc(Cl)cc(C(=O)O)c1)c1ccncc1, CCN(C(C)C)C(C)C, N#CCCNCC1CCCO1, CN(C)C=O, On1nnc2ccccc21, CN(C)C(On1nnc2ccccc21)=[N+](C)C. Yields the product CC(C)(C)OC(=O)N(CCOc1cc(Cl)cc(C(=O)N(CCC#N)CC2CCCO2)c1)c1ccncc1. RXN SMILES: [B-:28]([F:29])([F:30])([F:31])[F:32].[C:1]([CH3:2])([CH3:3])([CH3:4])[O:5][C:6](=[O:7])[N:8]([CH2:9][CH2:10][O:11][c:12]1[cH:13][c:14]([C:15](=[O:16])[OH:17])[cH:18][c:19]([Cl:21])[cH:20]1)[c:22]1[cH:23][cH:24][n:25][cH:26][cH:27]1.[CH:60]([N:61]([CH2:62][CH3:63])[CH:64]([CH3:65])[CH3:66])([CH3:67])[CH3:68].[O:69]1[CH:70]([CH2:74][NH:75][CH2:76][CH2:77][C:78]#[N:79])[CH2:71][CH2:72][CH2:73]1.[O:80]=[CH:81][N:82]([CH3:83])[CH3:84].[OH:50][n:51]1[c:52]2[c:53]([cH:54][cH:55][cH:56][cH:57]2)[n:58][n:59]1.[n:33]1([O:34][C:35]([N:36]([CH3:37])[CH3:38])=[N+:39]([CH3:40])[CH3:41])[c:42]2[cH:43][cH:44][cH:45][cH:46][c:47]2[n:48][n:49]1>>[C:1]([CH3:2])([CH3:3])([CH3:4])[O:5][C:6](=[O:7])[N:8]([CH2:9][CH2:10][O:11][c:12]1[cH:13][c:14]([C:15](=[O:17])[N:75]([CH2:74][CH:70]2[O:69][CH2:73][CH2:72][CH2:71]2)[CH2:76][CH2:77][C:78]#[N:79])[cH:18][c:19]([Cl:21])[cH:20]1)[c:22]1[cH:23][cH:24][n:25][cH:26][cH:27]1. Starting materials: NC1(C(NC(CC1)=O)=O)C (3-amino-3-methylpiperidin-2,6-dione), C1(OC(C=2C1=CSC2)=O)=O (thieno(3,4-c)furan-1,3-dione), C1=CN(C=N1)C(=O)N2C=CN=C2 (CDI). Reagents/catalysts: CN(C)C=1C=CN=CC1 (DMAP). Run in C1CCOC1 (THF). Product: CC1(C(NC(CC1)=O)=O)N1C(C=2C(C1=O)=CSC2)=O (5-(3-methyl-2,6-dioxopiperidin-3-yl)-5H-thieno(3,4-c)pyrrole-4,6-dione). Yield: 79.1%. As a reaction SMILES: [C:1]1(=[O:10])[C:5]2=[CH:6][S:7][CH:8]=[C:4]2[C:3](=[O:9])O1.[NH2:11][C:12]1([CH3:20])[CH2:17][CH2:16][C:15](=[O:18])[NH:14][C:13]1=[O:19].C1N=CN(C(N2C=NC=C2)=O)C=1>C1COCC1.CN(C1C=CN=CC=1)C>[CH3:20][C:12]1([N:11]2[C:3](=[O:9])[C:4]3=[CH:8][S:7][CH:6]=[C:5]3[C:1]2=[O:10])[CH2:17][CH2:16][C:15](=[O:18])[NH:14][C:13]1=[O:19]. Procedure details: 1.54 g of thieno(3,4-c)furan-1,3-dione was dissolved in 20 mL of anhydrous THF, and 1.42 g of 3-amino-3-methylpiperidin-2,6-dione was added. The reaction mixture was allowed to react at room temperature for 4 h, and 2 g of CDI and a catalytic quantity of DMAP were added. The reaction mixture was allowed to reflux for 6 h during which time a solid precipitated. The reaction solution was cooled and filtered to obtain a white solid (2.2 g). MS (m/z): 278 (M)+.